From a dataset of the Open Reaction Database (ORD), a public repository of structured organic reaction records. describe an organic reaction: reactants, conditions, products, and yield Starting materials: NC1=CC(=C(OC2=CC(=NC=C2)NC(=O)N2CCCC2)C=C1)F (N-(4-(4-amino-2-fluorophenoxy)pyridin-2-yl)pyrrolidine-1-carboxamide), ClC1=NC(=NC=C1C(=O)OCC)SC (ethyl 4-chloro-2-(methylthio)pyrimidine-5-carboxylate), C(C)N(C(C)C)C(C)C (N-ethyl-N-isopropylpropan-2-amine), O1CCOCC1 (1,4-dioxane). The solvent is C(Cl)Cl (DCM), O (water). Conditions: temperature 60 celsius. The product is FC=1C=C(C=CC1OC1=CC(=NC=C1)NC(=O)N1CCCC1)NC1=NC(=NC=C1C(=O)OCC)SC (ethyl 4-(3-fluoro-4-(2-(pyrrolidine-1-carboxamido)pyridin-4-yloxy)phenylamino)-2-(methylthio)pyrimidine-5-carboxylate). RXN SMILES: [NH2:1][C:2]1[CH:22]=[CH:21][C:5]([O:6][C:7]2[CH:12]=[CH:11][N:10]=[C:9]([NH:13][C:14]([N:16]3[CH2:20][CH2:19][CH2:18][CH2:17]3)=[O:15])[CH:8]=2)=[C:4]([F:23])[CH:3]=1.Cl[C:25]1[C:30]([C:31]([O:33][CH2:34][CH3:35])=[O:32])=[CH:29][N:28]=[C:27]([S:36][CH3:37])[N:26]=1.C(N(C(C)C)C(C)C)C.O1CCOCC1>C(Cl)Cl.O>[F:23][C:4]1[CH:3]=[C:2]([NH:1][C:29]2[C:30]([C:31]([O:33][CH2:34][CH3:35])=[O:32])=[CH:25][N:26]=[C:27]([S:36][CH3:37])[N:28]=2)[CH:22]=[CH:21][C:5]=1[O:6][C:7]1[CH:12]=[CH:11][N:10]=[C:9]([NH:13][C:14]([N:16]2[CH2:17][CH2:18][CH2:19][CH2:20]2)=[O:15])[CH:8]=1. Procedure details: A mixture of N-(4-(4-amino-2-fluorophenoxy)pyridin-2-yl)pyrrolidine-1-carboxamide (0.158 g, 0.5 mmol), ethyl 4-chloro-2-(methylthio)pyrimidine-5-carboxylate (0.2 g, 1.0 mmol), N-ethyl-N-isopropylpropan-2-amine (0.1 g, 1.0 mmol) in 1,4-dioxane (1 g, 11 mmol) was heated in microwave (CEM) at 60 W and 60° C. for 40 min. The resultant was diluted with DCM (15 mL) and water (10 mL). The organic layer was separated, dried over sodium sulfate, and concentrated. The residue was used for the next step wi... Starting materials: COC1=CC=C(C2=C1OC1=C2C=CC=C1)C1(CC=2C(NC=NC2CC1)=O)C#N (6-(4-Methoxydibenzo[b,d]furan-1-yl)-4-oxo-3,4,5,6,7,8-hexahydroquinazoline-6-carbonitrile), BrCC(=O)OCC (ethyl bromoacetate), C([O-])([O-])=O.[Cs+].[Cs+] (cesium carbonate). The solvent is CN(C)C=O (DMF), O (water). The product is C(#N)C1(CC=2C(N(C=NC2CC1)CC(=O)OCC)=O)C1=CC=C(C=2OC3=C(C21)C=CC=C3)OC (Ethyl [6-cyano-6-(4-methoxydibenzo[b,d]furan-1-yl)-4-oxo-5,6,7,8-tetrahydroquinazolin-3(4H)-yl]acetate). RXN SMILES: [CH3:1][O:2][C:3]1[C:8]2[O:9][C:10]3[CH:15]=[CH:14][CH:13]=[CH:12][C:11]=3[C:7]=2[C:6]([C:16]2([C:27]#[N:28])[CH2:25][CH2:24][C:23]3[N:22]=[CH:21][NH:20][C:19](=[O:26])[C:18]=3[CH2:17]2)=[CH:5][CH:4]=1.Br[CH2:30][C:31]([O:33][CH2:34][CH3:35])=[O:32].C(=O)([O-])[O-].[Cs+].[Cs+]>CN(C=O)C.O>[C:27]([C:16]1([C:6]2[C:7]3[C:11]4[CH:12]=[CH:13][CH:14]=[CH:15][C:10]=4[O:9][C:8]=3[C:3]([O:2][CH3:1])=[CH:4][CH:5]=2)[CH2:25][CH2:24][C:23]2[N:22]=[CH:21][N:20]([CH2:30][C:31]([O:33][CH2:34][CH3:35])=[O:32])[C:19](=[O:26])[C:18]=2[CH2:17]1)#[N:28] |f:2.3.4|. Procedure details: To a solution of the compound obtained in example 13 (170 mg, 0.46 mmol) in 5 ml of dry DMF was added ethyl bromoacetate (84.5 mg, 0.5 mmol) and cesium carbonate (195.6 mg, 0.6 mmol) at room temperature for 1 hr. Once the reaction has completed, the reaction mass was diluted with water and extracted with ethyl acetate. The organic layer was washed with water, followed by brine, and concentrated under vacuum. The crude product was purified by column chromatography to get 175 mg (83.2% yields) of ... Starting materials: C(C)C1C(CC(C(C(OC(C2CCCCN2C(C(C2(C(CC(C(C(CC(CC(=C1)C)C)OC)O2)OC)C)O)=O)=O)=O)C(=CC2CC(C(CC2)O)OC)C)C)O)=O (17-ethyl-1,14-dihydroxy-12-[2'-(4"-hydroxy-3"-methoxycyclohexyl)-1'-methylvinyl]-23,25-dimethoxy-13,19,21,27-tetramethyl-11,28-dioxa-4-azatricyclo[22.3.1.04,9 ]octacos-18-ene-2,3,10,16-tetraone), ClC(C(OCC=CC1=C(C=CC=C1)C)=N)(Cl)Cl (2-methylcinnamyl trichloroacetimidate), FC(S(=O)(=O)O)(F)F (Trifluoromethanesulfonic acid). Yields the product C(C)C1C(CC(C(C(OC(C2CCCCN2C(C(C2(C(CC(C(C(CC(CC(=C1)C)C)OC)O2)OC)C)O)=O)=O)=O)C(=CC2CC(C(CC2)OCC=CC2=C(C=CC=C2)C)OC)C)C)O)=O (17-Ethyl-1,14-dihydroxy-12-[2'-(4"-(2"'-methylcinnamyloxy)-3"-methoxycyclohexyl)-1'-methylvinyl]-23,25-dimethoxy-13,19,21,27-tetramethyl-11,28-dioxa-4-azatricyclo[22.3.1.04,9 ]octacos-18-ene-2,3,10,16-tetraone). Reaction SMILES: [CH2:1]([CH:3]1[CH:29]=[C:28]([CH3:30])[CH2:27][CH:26]([CH3:31])[CH2:25][CH:24]([O:32][CH3:33])[CH:23]2[O:34][C:19]([OH:38])([CH:20]([CH3:37])[CH2:21][CH:22]2[O:35][CH3:36])[C:18](=[O:39])[C:17](=[O:40])[N:16]2[CH:11]([CH2:12][CH2:13][CH2:14][CH2:15]2)[C:10](=[O:41])[O:9][CH:8]([C:42]([CH3:53])=[CH:43][CH:44]2[CH2:49][CH2:48][CH:47]([OH:50])[CH:46]([O:51][CH3:52])[CH2:45]2)[CH:7]([CH3:54])[CH:6]([OH:55])[CH2:5][C:4]1=[O:56])[CH3:2].ClC(Cl)(Cl)C(=N)O[CH2:61][CH:62]=[CH:63][C:64]1[CH:69]=[CH:68][CH:67]=[CH:66][C:65]=1[CH3:70].FC(F)(F)S(O)(=O)=O>>[CH2:1]([CH:3]1[CH:29]=[C:28]([CH3:30])[CH2:27][CH:26]([CH3:31])[CH2:25][CH:24]([O:32][CH3:33])[CH:23]2[O:34][C:19]([OH:38])([CH:20]([CH3:37])[CH2:21][CH:22]2[O:35][CH3:36])[C:18](=[O:39])[C:17](=[O:40])[N:16]2[CH:11]([CH2:12][CH2:13][CH2:14][CH2:15]2)[C:10](=[O:41])[O:9][CH:8]([C:42]([CH3:53])=[CH:43][CH:44]2[CH2:49][CH2:48][CH:47]([O:50][CH2:61][CH:62]=[CH:63][C:64]3[CH:69]=[CH:68][CH:67]=[CH:66][C:65]=3[CH3:70])[CH:46]([O:51][CH3:52])[CH2:45]2)[CH:7]([CH3:54])[CH:6]([OH:55])[CH2:5][C:4]1=[O:56])[CH3:2]. Procedure details: To a solution of 17-ethyl-1,14-dihydroxy-12-[2'-(4"-hydroxy-3"-methoxycyclohexyl)-1'-methylvinyl]-23,25-dimethoxy-13,19,21,27-tetramethyl-11,28-dioxa-4-azatricyclo[22.3.1.04,9 ]octacos-18-ene-2,3,10,16-tetraone (50 mg in 1.5 ml 33% methylene chloride in cyclohexane), 2-methylcinnamyl trichloroacetimidate (28 μl neat) was added and the reagents allowed to mix for 5 minutes. Trifluoromethanesulfonic acid (3 μl neat) was added slowly via syringe and the mixture stirred at room temperature. After 20... As a reaction SMILES: [CH2:1]([O:3][C:4](=[O:16])[CH:5]([C:7]1[CH:12]=[CH:11][C:10]([N+:13]([O-])=O)=[CH:9][CH:8]=1)[CH3:6])[CH3:2]>C1COCC1.CCO.[Pd]>[CH2:1]([O:3][C:4](=[O:16])[CH:5]([C:7]1[CH:8]=[CH:9][C:10]([NH2:13])=[CH:11][CH:12]=1)[CH3:6])[CH3:2]. Reported procedure: To a stirred solution of 2-(4-Nitro-phenyl)-propionic acid ethyl ester (3.67 g) in THF (40 mL) and EtOH (40 mL) was slowly added 10% Pd/C (405 mg) at room temperature. After hydrogenated for 20 h with H2 balloon, the reaction mixture was filtered through celite pad and washed with EtOAc. The organic layer was dried over magnesium sulfate, filtered and concentrated in vacuo. The resulting residue was chromatographed on silica gel (n-Hex:EtOAc=4:1) to afford the product as pale yellow oil. (99.7%) The reagents and catalysts are [Pd] (Pd/C). The product is C(C)OC(C(C)C1=CC=C(C=C1)N)=O (2-(4-Amino-phenyl)-propionic acid ethyl ester). Run at time 20 hour. The solvent is C1CCOC1 (THF), CCO (EtOH). Reactants: C(C)OC(C(C)C1=CC=C(C=C1)[N+](=O)[O-])=O (2-(4-Nitro-phenyl)-propionic acid ethyl ester). Reaction SMILES: [CH3:20][c:21]1[cH:22][cH:23][cH:24][cH:25][cH:26]1.[CH:16]([Cl:17])([Cl:18])[Cl:19].[NH2:1][CH2:2][CH2:3][OH:4].[O:5]=[C:6]1[O:7][C:8](=[O:9])[c:10]2[cH:11][cH:12][cH:13][cH:14][c:15]21>>[N:1]1([CH2:2][CH2:3][OH:4])[C:6](=[O:5])[c:15]2[c:10]([cH:11][cH:12][cH:13][cH:14]2)[C:8]1=[O:7]. Product: O=C1c2ccccc2C(=O)N1CCO. The reactants are Cc1ccccc1, ClC(Cl)Cl, NCCO, O=C1OC(=O)c2ccccc21. Starting materials: ClC[C@H](O)C=1C=NC=CC1 ((R)-2-chloro-1-pyridin-3-ylethanol), C([O-])([O-])=O.[K+].[K+] (potassium carbonate). Run in C(C)#N (acetonitrile). The product is N1=CC(=CC=C1)[C@H]1OC1 ((R)-(pyridin-3-yl)oxirane). Isolated yield 94.9%. RXN SMILES: Cl[CH2:2][C@@H:3]([C:5]1[CH:6]=[N:7][CH:8]=[CH:9][CH:10]=1)[OH:4].C(=O)([O-])[O-].[K+].[K+]>C(#N)C>[N:7]1[CH:8]=[CH:9][CH:10]=[C:5]([C@@H:3]2[CH2:2][O:4]2)[CH:6]=1 |f:1.2.3|. Procedure details: To a solution of (R)-2-chloro-1-pyridin-3-ylethanol (2.0 g, 12.7 mmol) in acetonitrile (100 ml) is added potassium carbonate (7.02 g). The mixture is refluxed for 2.5 hours, and cooled to room temperature. The mixture is filtered, and the filtrate is distilled off under reduced pressure. The resultant is purified by silica gel column chromatography (methanol/chloroform=1/100) to give the title compound (R)-(pyridin-3-yl)oxirane (1.46 g, yield: 94%) as pale yellow oil. Reactants: [O-]S(=O)(=O)[O-].[Na+].[Na+] (Na2SO4), [H-].[H-].[H-].[H-].[Li+].[Al+3] (LiAlH4), NC1=CC2=C(N(C(CCC2)=O)CCN(C)C)C=C1 (7-amino-1-(2-(dimethylamino)ethyl)-4,5-dihydro-1H-benzo[b]azepin-2(3H)-one), [OH-].[Na+] (NaOH). Solvent: C1CCOC1 (THF), C1CCOC1 (THF). Reaction conditions: temperature 0 celsius, time 8 hour. Product: CN(CCN1C2=C(CCCC1)C=C(C=C2)N)C (1-(2-(Dimethylamino)ethyl)-2,3,4,5-tetrahydro-1H-benzo[b]azepin-7-amine). Yield: 35.3%. As a reaction SMILES: [H-].[H-].[H-].[H-].[Li+].[Al+3].[NH2:7][C:8]1[CH:24]=[CH:23][C:11]2[N:12]([CH2:18][CH2:19][N:20]([CH3:22])[CH3:21])[C:13](=O)[CH2:14][CH2:15][CH2:16][C:10]=2[CH:9]=1.[OH-].[Na+].[O-]S([O-])(=O)=O.[Na+].[Na+]>C1COCC1>[CH3:21][N:20]([CH3:22])[CH2:19][CH2:18][N:12]1[CH2:13][CH2:14][CH2:15][CH2:16][C:10]2[CH:9]=[C:8]([NH2:7])[CH:24]=[CH:23][C:11]1=2 |f:0.1.2.3.4.5,7.8,9.10.11|. Procedure: A suspension of 1 M LiAlH4 in THF (1.82 mL, 1.82 mmol) was cooled to 0° C. then treated with 7-amino-1-(2-(dimethylamino)ethyl)-4,5-dihydro-1H-benzo[b]azepin-2(3H)-one (225 mg, 0.91 mmol) (see experimental procedure for the synthesis of Example 25) in 10 mL THF dropwise. The suspension was stirred at room temperature overnight. After this time, the mixture was cooled to 0° C. and treated with 1 mL 1N NaOH dropwise with rapid stirring. After stirring for 20 minutes, the suspension was treated wit... The reactants are Cc1cnc(N)c(Br)c1, CCOC(C)=O, CN1CCC(COc2ccc(Cl)cc2I)CC1, O=C(C=Cc1ccccc1)C=Cc1ccccc1, O=C(C=Cc1ccccc1)C=Cc1ccccc1, O=C(C=Cc1ccccc1)C=Cc1ccccc1, [Pd], [Pd]. Yields the product Cc1cnc(Nc2cc(Cl)ccc2OCC2CCN(C)CC2)c(Br)c1. Reaction SMILES: [Br:18][c:19]1[c:20]([NH2:26])[n:21][cH:22][c:23]([CH3:25])[cH:24]1.[CH3:27][CH2:28][O:29][C:30]([CH3:31])=[O:32].[Cl:1][c:2]1[cH:3][c:4]([I:17])[c:5]([O:6][CH2:7][CH:8]2[CH2:9][CH2:10][N:11]([CH3:14])[CH2:12][CH2:13]2)[cH:15][cH:16]1.[O:35]=[C:36]([CH:37]=[CH:38][c:39]1[cH:40][cH:41][cH:42][cH:43][cH:44]1)[CH:45]=[CH:46][c:47]1[cH:48][cH:49][cH:50][cH:51][cH:52]1.[O:53]=[C:54]([CH:55]=[CH:56][c:57]1[cH:58][cH:59][cH:60][cH:61][cH:62]1)[CH:63]=[CH:64][c:65]1[cH:66][cH:67][cH:68][cH:69][cH:70]1.[O:71]=[C:72]([CH:73]=[CH:74][c:75]1[cH:76][cH:77][cH:78][cH:79][cH:80]1)[CH:81]=[CH:82][c:83]1[cH:84][cH:85][cH:86][cH:87][cH:88]1.[Pd:33].[Pd:34]>>[Cl:1][c:2]1[cH:3][c:4]([NH:26][c:20]2[c:19]([Br:18])[cH:24][c:23]([CH3:25])[cH:22][n:21]2)[c:5]([O:6][CH2:7][CH:8]2[CH2:9][CH2:10][N:11]([CH3:14])[CH2:12][CH2:13]2)[cH:15][cH:16]1. The reactants are C(C)(C)(C)C1=C(C=C(N)C=C1)Cl (4-tert-Butyl-3-chloroaniline), NC(=O)N (Urea), N(=O)[O-].[Na+] (sodium nitrite), aqueous solution, N(=O)[O-].[Na+] (sodium nitrite). Run in S(O)(O)(=O)=O (sulfuric acid). Conditions: temperature 90 celsius, time 15 minute. Product: C(C)(C)(C)C1=C(C=C(C=C1)O)Cl (4-tert-Butyl-3-chlorophenol). Yield: 62.7%. As a reaction SMILES: [C:1]([C:5]1[CH:11]=[CH:10][C:8](N)=[CH:7][C:6]=1[Cl:12])([CH3:4])([CH3:3])[CH3:2].N([O-])=[O:14].[Na+].NC(N)=O>S(=O)(=O)(O)O>[C:1]([C:5]1[CH:11]=[CH:10][C:8]([OH:14])=[CH:7][C:6]=1[Cl:12])([CH3:4])([CH3:3])[CH3:2] |f:1.2|. Procedure details: 4-tert-Butyl-3-chloroaniline (690 mg, 3.8 mmol) was dissolved in 12 M sulfuric acid (30 ml) and then heated at 90° C. To the clear solution was added 5 ml of aqueous solution of sodium nitrite (776 mg, 11.3 mmol) at ambient temperature. The reaction mixture was stirred at ambient temperature for 15 minutes. Urea was added to the mixture until excess sodium nitrite was destroyed (by checking starch-iodine test paper). A small amount of cupric sulfate was added to the mixture and then the mixture ... The reactants are C1(CCCC1)N1C2=C(N(C(C(C1)(F)F)=O)C)C=NC(=N2)NC2=C(C=C(C(=O)O)C=C2)OC (4-(9-Cyclopentyl-7,7-difluoro-5-methyl-6-oxo-6,7,8,9-tetrahydro-5H-pyrimido[5,4-b][1,4]diazepin-2-ylamino)-3-methoxybenzoic acid), ClC=1N=CC=2N(C(C(CN(C2N1)C1CCCC1)(F)F)=O)C (2-Chloro-9-cyclopentyl-7,7-difluoro-5-methyl-8,9-dihydro-5H-pyrimido[5,4-b][1,4]diazepin-6(7H)-one), CN(CCOC1=CC=C(N)C=C1)C (4-(2-(dimethylamino)ethoxy)aniline). The product is C1(CCCC1)N1C2=C(N(C(C(C1)(F)F)=O)C)C=NC(=N2)NC2=CC=C(C=C2)OCCN(C)C (9-cyclopentyl-2-(4-(2-(dimethylamino)ethoxy)phenylamino)-7,7-difluoro-5-methyl-8,9-dihydro-5H-pyrimido[4,5-b][1,4]diazepin-6(7H)-one). RXN SMILES: [CH:1]1([N:6]2[CH2:12][C:11]([F:14])([F:13])[C:10](=[O:15])[N:9]([CH3:16])[C:8]3[CH:17]=[N:18][C:19]([NH:21]C4C=CC(C(O)=O)=CC=4OC)=[N:20][C:7]2=3)[CH2:5][CH2:4][CH2:3][CH2:2]1.ClC1N=CC2N(C)C(=O)C(F)(F)CN(C3CCCC3)C=2N=1.[CH3:54][N:55]([CH3:66])[CH2:56][CH2:57][O:58][C:59]1[CH:65]=[CH:64][C:62](N)=[CH:61][CH:60]=1>>[CH:1]1([N:6]2[CH2:12][C:11]([F:13])([F:14])[C:10](=[O:15])[N:9]([CH3:16])[C:8]3[CH:17]=[N:18][C:19]([NH:21][C:62]4[CH:64]=[CH:65][C:59]([O:58][CH2:57][CH2:56][N:55]([CH3:66])[CH3:54])=[CH:60][CH:61]=4)=[N:20][C:7]2=3)[CH2:2][CH2:3][CH2:4][CH2:5]1. Reported procedure: The title compound was synthesized using an analogous procedure to that described in connection with 4-(9-Cyclopentyl-7,7-difluoro-5-methyl-6-oxo-6,7,8,9-tetrahydro-5H-pyrimido[5,4-b][1,4]diazepin-2-ylamino)-3-methoxybenzoic acid from 2-Chloro-9-cyclopentyl-7,7-difluoro-5-methyl-8,9-dihydro-5H-pyrimido[5,4-b][1,4]diazepin-6(7H)-one and 4-(2-(dimethylamino)ethoxy)aniline. 1H NMR (400 MHz, DMSO-d6) δ ppm 1.44-1.79 (m, 6H) 1.93 (br. s, 2H) 2.20 (s, 6H) 2.59 (t, J=5.81 Hz, 2H) 3.32 (s, Hz, 3H) 3.88-...